This data is from the Open Reaction Database (ORD), a public repository of structured organic reaction records. The task is: describe an organic reaction: reactants, conditions, products, and yield The reactants are [Br-].C1(C=2C(C(N1CC[N+]1=CC(=CC=C1)SC(C1=CC=CC=C1)=O)=O)=CC=CC2)=O (1-(2-phthalimidoethyl)-3-benzoylthiopyridinium bromide), Cl (hydrochloric acid). Yields the product Cl.[Cl-].NCC[N+]1=CC(=CC=C1)S (1-(2-aminoethyl)-3-mercaptopyridinium chloride hydrochloride). As a reaction SMILES: [Br-].C1(=O)[N:6]([CH2:7][CH2:8][N+:9]2[CH:14]=[CH:13][CH:12]=[C:11]([S:15]C(=O)C3C=CC=CC=3)[CH:10]=2)C(=O)C2=CC=CC=C12.[ClH:30]>>[ClH:30].[Cl-:30].[NH2:6][CH2:7][CH2:8][N+:9]1[CH:14]=[CH:13][CH:12]=[C:11]([SH:15])[CH:10]=1 |f:0.1,3.4.5|. Procedure: A suspension of 1-(2-phthalimidoethyl)-3-benzoylthiopyridinium bromide (40 g) in 6N hydrochloric acid (510 ml) was heated under reflux for 10 hours and cooled to room temperature. The resulting precipitates were filtered off and washed with water. The filtrate and the washings were combined and washed with chloroform. The separated aqueous layer was evaporated to dryness under reduced pressure. The residue was triturated in acetone, and the resulting precipites were collected by filtlation and d...